This data is from the Open Reaction Database (ORD), a public repository of structured organic reaction records. The task is: describe an organic reaction: reactants, conditions, products, and yield The reactants are C([O-])(O)=O.[Na+] (Sodium bicarbonate), C(C)(=O)OC(C)(C)C (Tert-Butyl acetate), C(C)OC(C(C=1C(=NC=2SC=3COCCC3C2C1C1=CC=C(C=C1)C)C)O)=O (hydroxy-(2-methyl-4-p-tolyl-5,8-dihydro-6H-7-oxa-9-thia-1-aza-fluoren-3-yl)-acetic acid ethyl ester), S(O)(O)(=O)=O (sulphuric acid). The solvent is ClCCl (dichloromethane). Reaction conditions: time 2 hour. The product is C(C)OC(C(C=1C(=NC=2SC=3COCCC3C2C1C1=CC=C(C=C1)C)C)OC(C)(C)C)=O (tert-Butoxy-(2-methyl-4-p-tolyl-5,8-dihydro-6H-7-oxa-9-thia-1-aza-fluoren-3-yl)-acetic acid ethyl ester). Isolated yield 45.0%. Reaction SMILES: C(O[C:5]([CH3:8])([CH3:7])[CH3:6])(=O)C.[CH2:9]([O:11][C:12](=[O:36])[CH:13]([OH:35])[C:14]1[C:15]([CH3:34])=[N:16][C:17]2[S:18][C:19]3[CH2:20][O:21][CH2:22][CH2:23][C:24]=3[C:25]=2[C:26]=1[C:27]1[CH:32]=[CH:31][C:30]([CH3:33])=[CH:29][CH:28]=1)[CH3:10].S(=O)(=O)(O)O.C(=O)(O)[O-].[Na+]>ClCCl>[CH2:9]([O:11][C:12](=[O:36])[CH:13]([O:35][C:5]([CH3:8])([CH3:7])[CH3:6])[C:14]1[C:15]([CH3:34])=[N:16][C:17]2[S:18][C:19]3[CH2:20][O:21][CH2:22][CH2:23][C:24]=3[C:25]=2[C:26]=1[C:27]1[CH:28]=[CH:29][C:30]([CH3:33])=[CH:31][CH:32]=1)[CH3:10] |f:3.4|. Procedure: Tert-Butyl acetate (0.8 mL) was added to a solution of hydroxy-(2-methyl-4-p-tolyl-5,8-dihydro-6H-7-oxa-9-thia-1-aza-fluoren-3-yl)-acetic acid ethyl ester (100 mg, 0.252 mmol) in dichloromethane (0.8 mL) followed by concentrated sulphuric acid (40 μL) and the reaction stirred at room temperature for 2 hours. Sodium bicarbonate solution (10% aqueous, 2 mL) was added and the reaction evaporated in vacuo until only the aqueous remained. The aqueous was extracted with ethyl acetate (2 mL) and the or... Reactants: O=C([O-])[O-], Cc1c(Cl)c2c(=O)[nH]cnc2n(C)c1=O, CC1(C)OCC(CCl)O1, ClCCl, [Cs+], [Cs+], [I-], [K+], CN(C)C=O. The product is Cc1c(Cl)c2c(=O)n(CC3COC(C)(C)O3)cnc2n(C)c1=O. RXN SMILES: [C:16](=[O:17])([O-:18])[O-:19].[Cl:1][c:2]1[c:3]([CH3:15])[c:4](=[O:14])[n:5]([CH3:13])[c:6]2[n:7][cH:8][nH:9][c:10](=[O:12])[c:11]12.[Cl:24][CH2:25][CH:26]1[O:27][C:28]([CH3:31])([CH3:32])[O:29][CH2:30]1.[Cl:38][CH2:39][Cl:40].[Cs+:20].[Cs+:21].[I-:23].[K+:22].[O:33]=[CH:34][N:35]([CH3:36])[CH3:37]>>[Cl:1][c:2]1[c:3]([CH3:15])[c:4](=[O:14])[n:5]([CH3:13])[c:6]2[n:7][cH:8][n:9]([CH2:25][CH:26]3[O:27][C:28]([CH3:31])([CH3:32])[O:29][CH2:30]3)[c:10](=[O:12])[c:11]12. Starting materials: CCCCc1cn(C(C)(C)C)sc1=NC(=O)C1(C)CCC(C(=O)O)C1(C)C, NCCO, Cl. Product: CCCCc1cn(C(C)(C)C)sc1=NC(=O)C1(C)CCC(C(=O)NCCO)C1(C)C. Reaction SMILES: [CH2:1]([CH2:2][CH2:3][CH3:4])[c:5]1[cH:6][n:7]([C:24]([CH3:25])([CH3:26])[CH3:27])[s:8][c:9]1=[N:10][C:11](=[O:12])[C:13]1([CH3:23])[C:14]([CH3:21])([CH3:22])[CH:15]([C:18](=[O:19])[OH:20])[CH2:16][CH2:17]1.[CH2:29]([OH:30])[CH2:31][NH2:32].[ClH:28]>>[CH2:1]([CH2:2][CH2:3][CH3:4])[c:5]1[cH:6][n:7]([C:24]([CH3:25])([CH3:26])[CH3:27])[s:8][c:9]1=[N:10][C:11](=[O:12])[C:13]1([CH3:23])[C:14]([CH3:21])([CH3:22])[CH:15]([C:18](=[O:20])[NH:32][CH2:31][CH2:29][OH:30])[CH2:16][CH2:17]1. Reactants: [N+](=O)([O-])C1=C2C=CNC2=CC=C1 (4-nitro-1H-indole), [Cl-].COC1=C(C=[N+](C)C)C=CC=C1OC ((2,3-dimethoxy-benzylidene)-dimethylammonium chloride), COC1=C(C=O)C=CC=C1OC (2,3-dimethoxy-benzaldehyde), CNC (dimethylamine). The product is COC1=C(C=CC=C1OC)C(C1=CNC2=CC=CC(=C12)[N+](=O)[O-])N(C)C ([(2,3-Dimethoxy-phenyl)-(4-nitro-1H-indol-3-yl)-methyl]-dimethylamine). As a reaction SMILES: [N+:1]([C:4]1[CH:12]=[CH:11][CH:10]=[C:9]2[C:5]=1[CH:6]=[CH:7][NH:8]2)([O-:3])=[O:2].[Cl-].[CH3:14][O:15][C:16]1[C:25]([O:26][CH3:27])=[CH:24][CH:23]=[CH:22][C:17]=1[CH:18]=[N+:19]([CH3:21])[CH3:20].COC1C(OC)=CC=CC=1C=O.CNC>>[CH3:14][O:15][C:16]1[C:25]([O:26][CH3:27])=[CH:24][CH:23]=[CH:22][C:17]=1[CH:18]([N:19]([CH3:21])[CH3:20])[C:6]1[C:5]2[C:9](=[CH:10][CH:11]=[CH:12][C:4]=2[N+:1]([O-:3])=[O:2])[NH:8][CH:7]=1 |f:1.2|. Reported procedure: The preparation was carried out in accordance with general synthesis instructions 4 from 4-nitro-1H-indole and (2,3-dimethoxy-benzylidene)-dimethylammonium chloride, which had been prepared in accordance with example 44 from 2,3-dimethoxy-benzaldehyde and dimethylamine. Reactants: BrC=1C=C2C=3N(C(C(NC3C1)=O)=O)C(C2)C(=O)O (8-bromo-5-carboxy-5,6-dihydro-1H-pyrrolo[1,2,3-de]quinoxaline-2,3-dione), NC1=CC=CC=C1 (aniline). The product is BrC=1C=C2C=3N(C(C(NC3C1)=O)=O)C(C2)C(NC2=CC=CC=C2)=O (8-Bromo-5-(phenylcarbamoyl)-5,6-dihydro-1H-pyrrolo[1,2,3-de]quinoxaline-2,3-dione). The yield is 73.9%. RXN SMILES: [Br:1][C:2]1[CH:3]=[C:4]2[CH2:15][CH:14]([C:16]([OH:18])=O)[N:6]3[C:7](=[O:13])[C:8](=[O:12])[NH:9][C:10]([CH:11]=1)=[C:5]23.[NH2:19][C:20]1[CH:25]=[CH:24][CH:23]=[CH:22][CH:21]=1>>[Br:1][C:2]1[CH:3]=[C:4]2[CH2:15][CH:14]([C:16](=[O:18])[NH:19][C:20]3[CH:25]=[CH:24][CH:23]=[CH:22][CH:21]=3)[N:6]3[C:7](=[O:13])[C:8](=[O:12])[NH:9][C:10]([CH:11]=1)=[C:5]23. Procedure details: A procedure similar to that described in Example 5 was carried out with 8-bromo-5-carboxy-5,6-dihydro-1H-pyrrolo[1,2,3-de]quinoxaline-2,3-dione (300 mg, 0.96 mmol) and aniline (97 μL, 1.061 mmol) to give 274 mg of the title compound (74%): mp>300° C.; 1H NMR (270 MHz, DMSO-d6) δ12.09 (s, 1H), 10.45 (s, 1H), 7.59 (d, 2H, J=7.5 Hz), 7.34 (t, 2H, J=7.5 Hz), 7.23 (d, 1H, J=1 Hz), 7.10 (t, 1H, J=7.5 Hz), 7.07 (d, 1H, J=1 Hz), 5.31 (dd, 1H, J=10, 5 Hz), 4.32 (d, 2H, J=5.6 Hz), 3.78 (dd, 1H, J=17, 10 H... The reactants are FC1=CC=C(C=C1)C=1C(=NC=NC1N1CCC(CC1)C=1N(C=C(N1)C1=CC(=C(C=C1)F)C(F)(F)F)C)N (5-(4-Fluoro-phenyl)-6-{4-[4-(4-fluoro-3-trifluoromethyl-phenyl)-1-methyl-1H-imidazol-2-yl]-piperidin-1-yl}-pyrimidin-4-ylamine), C(#N)C1=C(C=CC=C1)B(O)O (2-cyanophenylboronic acid). Product: NC1=NC=NC(=C1C1=C(C#N)C=CC=C1)N1CCC(CC1)C=1N(C=C(N1)C1=CC(=C(C=C1)F)C(F)(F)F)C (2-(4-Amino-6-{4-[4-(4-fluoro-3-trifluoromethyl-phenyl)-1-methyl-1H-imidazol-2-yl]-piperidin-1-yl}-pyrimidin-5-yl)-benzonitrile). As a reaction SMILES: F[C:2]1[CH:7]=[CH:6][C:5]([C:8]2[C:9]([NH2:37])=[N:10][CH:11]=[N:12][C:13]=2[N:14]2[CH2:19][CH2:18][CH:17]([C:20]3[N:21]([CH3:36])[CH:22]=[C:23]([C:25]4[CH:30]=[CH:29][C:28]([F:31])=[C:27]([C:32]([F:35])([F:34])[F:33])[CH:26]=4)[N:24]=3)[CH2:16][CH2:15]2)=[CH:4][CH:3]=1.[C:38](C1C=CC=CC=1B(O)O)#[N:39]>>[NH2:37][C:9]1[C:8]([C:5]2[CH:6]=[CH:7][CH:2]=[CH:3][C:4]=2[C:38]#[N:39])=[C:13]([N:14]2[CH2:19][CH2:18][CH:17]([C:20]3[N:21]([CH3:36])[CH:22]=[C:23]([C:25]4[CH:30]=[CH:29][C:28]([F:31])=[C:27]([C:32]([F:35])([F:34])[F:33])[CH:26]=4)[N:24]=3)[CH2:16][CH2:15]2)[N:12]=[CH:11][N:10]=1. Procedure details: The title compound was prepared in an analogous manner as 5-(4-Fluoro-phenyl)-6-{4-[4-(4-fluoro-3-trifluoromethyl-phenyl)-1-methyl-1H-imidazol-2-yl]-piperidin-1-yl}-pyrimidin-4-ylamine using 2-cyanophenylboronic acid instead of 4-fluorophenylboronic acid. LC-MS: (M+1=522, obsd.=522).